From a dataset of the Open Reaction Database (ORD), a public repository of structured organic reaction records. describe an organic reaction: reactants, conditions, products, and yield As a reaction SMILES: [CH2:1]([B-:8]([CH2:13][CH3:14])([CH2:11][CH3:12])[CH2:9][CH3:10])[C:2]1[CH:7]=[CH:6][CH:5]=[CH:4][CH:3]=1.[Li+].C1(C)C=CC(S([O-])(=O)=O)=CC=1.[C:27]1([S+:33]([C:44]2[CH:49]=[CH:48][CH:47]=[CH:46][CH:45]=2)[CH2:34][C:35]([C:37]2[CH:42]=[CH:41][C:40]([CH3:43])=[CH:39][CH:38]=2)=[O:36])[CH:32]=[CH:31][CH:30]=[CH:29][CH:28]=1.O>C(#N)C>[C:27]1([S+:33]([C:44]2[CH:49]=[CH:48][CH:47]=[CH:46][CH:45]=2)[CH2:34][C:35]([C:37]2[CH:38]=[CH:39][C:40]([CH3:43])=[CH:41][CH:42]=2)=[O:36])[CH:32]=[CH:31][CH:30]=[CH:29][CH:28]=1.[CH2:1]([B-:8]([CH2:11][CH3:12])([CH2:13][CH3:14])[CH2:9][CH3:10])[C:2]1[CH:7]=[CH:6][CH:5]=[CH:4][CH:3]=1 |f:0.1,2.3,6.7|. Procedure details: A solution of 2.07 g of lithium benzyltriethylborate in 50 ml of acetonitrile was added to solution of 5.00 g of diphenyl(p-methylphenacyl)sulfonium (p-toluenesulfonate) in 100 ml of acetonitrile, and the resultant mixture was stirred at room temperature for 30 minutes. Then, 200 ml of water was added. The resultant precipitate of a yellow oily component was recovered, and 100 ml of dichloromethane was added. The dichloromethane layer was washed with water, dried and concentrated to give 2.12 g ... The product is C1(=CC=CC=C1)[S+](CC(=O)C1=CC=C(C=C1)C)C1=CC=CC=C1.C(C1=CC=CC=C1)[B-](CC)(CC)CC (diphenyl(p-methylphenacyl)sulfonium benzyltriethylborate). The yield is 40.9%. Run in C(C)#N (acetonitrile), C(C)#N (acetonitrile). The reactants are C(C1=CC=CC=C1)[B-](CC)(CC)CC.[Li+] (lithium benzyltriethylborate), C1(=CC=C(C=C1)S(=O)(=O)[O-])C.C1(=CC=CC=C1)[S+](CC(=O)C1=CC=C(C=C1)C)C1=CC=CC=C1 (diphenyl(p-methylphenacyl)sulfonium (p-toluenesulfonate)), O (water), resultant mixture. Starting materials: C(\C=C/C(=O)O)(=O)O.NCCON=C(CCCCCl)C1=CC=C(C=C1)C(F)(F)F (5-chloro-4'-trifluoromethylvalerophenone O-(2-aminoethyl) oxime maleate), [C-]#N.[Na+] (sodium cyanide). The solvent is O (water), [OH-].[Na+] (sodium hydroxide), CCOCC (ether), [OH-].[Na+] (sodium hydroxide). The product is Cl.NCCON=C(CCCCC#N)C1=CC=C(C=C1)C(F)(F)F (5-Cyano-4'-trifluoromethylvalerophenone O-(2-aminoethyl) oxime hydrochloride). Reaction SMILES: C(O)(=O)/C=C\C(O)=O.[NH2:9][CH2:10][CH2:11][O:12][N:13]=[C:14]([C:20]1[CH:25]=[CH:24][C:23]([C:26]([F:29])([F:28])[F:27])=[CH:22][CH:21]=1)[CH2:15][CH2:16][CH2:17][CH2:18][Cl:19].[C-:30]#[N:31].[Na+]>O.[OH-].[Na+].CCOCC>[ClH:19].[NH2:9][CH2:10][CH2:11][O:12][N:13]=[C:14]([C:20]1[CH:25]=[CH:24][C:23]([C:26]([F:29])([F:28])[F:27])=[CH:22][CH:21]=1)[CH2:15][CH2:16][CH2:17][CH2:18][C:30]#[N:31] |f:0.1,2.3,5.6,8.9|. Procedure: 10 Mmol (4.3 g) of 5-chloro-4'-trifluoromethylvalerophenone O-(2-aminoethyl) oxime maleate (1:1) (melting point 121.5°-122.5° C) were dissolved in 50 ml of water. 5 Ml of 50% sodium hydroxide solution at 0° C were added. Three extractions with 25 ml of CH2Cl2 were then carried out and this extract was washed with 5% sodium bicarbonate solution (1x) and water (1x). The solution was then dried on sodium sulphate and the CH2Cl2 was distilled off in vacuo. The residue was dissolved in 10 ml of dimet... Reactants: CCOC(=O)C=Cc1ccccc1Br, CC(C)C[Al+]CC(C)C, Cc1ccccc1, [H-]. Product: OCC=Cc1ccccc1Br. As a reaction SMILES: [Br:1][c:2]1[c:3]([CH:4]=[CH:5][C:6](=[O:7])[O:8][CH2:9][CH3:10])[cH:11][cH:12][cH:13][cH:14]1.[CH2:16]([Al+:17][CH2:18][CH:19]([CH3:20])[CH3:21])[CH:22]([CH3:23])[CH3:24].[CH3:25][c:26]1[cH:27][cH:28][cH:29][cH:30][cH:31]1.[H-:15]>>[Br:1][c:2]1[c:3]([CH:4]=[CH:5][CH2:6][OH:7])[cH:11][cH:12][cH:13][cH:14]1. Reactants: FC=1C=C(C=CC1[N+](=O)[O-])O (3-fluoro-4-nitrophenol), CC=1C=C(C=CC1[N+](=O)[O-])NC(=O)C1(OC1)C (2-methyl-oxirane-2-carboxylic acid (3-methyl-4-nitrophenyl)amide). Product: FC=1C=C(OCC(C(=O)NC2=CC(=C(C=C2)[N+](=O)[O-])C)(C)O)C=CC1[N+](=O)[O-] (3-(3-Fluoro-4-nitrophenoxy)-2-hydroxy-2-methyl-N-(3-methyl-4-nitrophenyl)propionamide). Reaction SMILES: [F:1][C:2]1[CH:3]=[C:4]([OH:11])[CH:5]=[CH:6][C:7]=1[N+:8]([O-:10])=[O:9].[CH3:12][C:13]1[CH:14]=[C:15]([NH:22][C:23]([C:25]2([CH3:28])[CH2:27][O:26]2)=[O:24])[CH:16]=[CH:17][C:18]=1[N+:19]([O-:21])=[O:20]>>[F:1][C:2]1[CH:3]=[C:4]([CH:5]=[CH:6][C:7]=1[N+:8]([O-:10])=[O:9])[O:11][CH2:28][C:25]([OH:26])([CH3:27])[C:23]([NH:22][C:15]1[CH:16]=[CH:17][C:18]([N+:19]([O-:21])=[O:20])=[C:13]([CH3:12])[CH:14]=1)=[O:24]. Reported procedure: 3-(3-Fluoro-4-nitrophenoxy)-2-hydroxy-2-methyl-N-(3-methyl-4-nitrophenyl)propionamide was prepared as described in Example 1 starting from 3-fluoro-4-nitrophenol and 2-methyl-oxirane-2-carboxylic acid (3-methyl-4-nitrophenyl)amide. 1H NMR (DMSO-d6): 1.46 (3H, s), 2.53 (3H, s), 4.16 (1H, d, J=10.1 Hz), 4.41 (1H, d, J=10.1 Hz), 6.36 (1H, bs), 6.96 (1H, m), 7.22 (1H, m), 7.88 (1H, dd, J=9.0 Hz and 2.1 Hz), 7.90 (1H, d, J=2.1 Hz), 8.04 (1H, d, J=9.0 Hz), 8.24 (1H, m), 10.19 (1H, s). Reactants: C(C1=CC=CC=C1)N1N=CC(=C1C1=CC=CC=C1)CO ((1-benzyl-5-phenyl-1H-pyrazol-4-yl)methanol). Reagents/catalysts: [O-2].[O-2].[Mn+4] (manganese dioxide). Solvent: O1CCCC1 (tetrahydrofuran). Conditions: time 12 hour. Product: C(C1=CC=CC=C1)N1N=CC(=C1C1=CC=CC=C1)C=O (1-benzyl-5-phenyl-1H-pyrazole-4-carbaldehyde). Isolated yield 75.4%. Reaction SMILES: [CH2:1]([N:8]1[C:12]([C:13]2[CH:18]=[CH:17][CH:16]=[CH:15][CH:14]=2)=[C:11]([CH2:19][OH:20])[CH:10]=[N:9]1)[C:2]1[CH:7]=[CH:6][CH:5]=[CH:4][CH:3]=1>[O-2].[O-2].[Mn+4].O1CCCC1>[CH2:1]([N:8]1[C:12]([C:13]2[CH:14]=[CH:15][CH:16]=[CH:17][CH:18]=2)=[C:11]([CH:19]=[O:20])[CH:10]=[N:9]1)[C:2]1[CH:3]=[CH:4][CH:5]=[CH:6][CH:7]=1 |f:1.2.3|. Procedure details: A mixture of (1-benzyl-5-phenyl-1H-pyrazol-4-yl)methanol (9.76 g), activated manganese dioxide (20.0 g), and tetrahydrofuran (200 ml) was stirred at room temperature for 12 hours. After the manganese dioxide was removed by filtration, the filtrate was concentrated. The residue was subjected to silica gel column chromatography, and 1-benzyl-5-phenyl-1H-pyrazole-4-carbaldehyde (7.30 g, yield: 75%) was obtained as colorless crystals from the fraction eluted with ethyl acetate-hexane (1:2, volume ra... Reactants: C12=CC=C(CC1)C2.C(C(C)C)C=C(C(=O)O)C#N (norbornadiene isobutyl 2-cyanoacrylic acid), [OH-].[K+] (potassium hydroxide). The solvent is O (water). The product is C12=CC=C(CC1)C2.C(#N)C(C(=O)O)=C (norbornadiene 2-cyanoacrylic acid). Yield: 44.4%. Reaction SMILES: [C:1]12[CH2:7][C:4]([CH2:5][CH2:6]1)=[CH:3][CH:2]=2.C([CH:12]=[C:13]([C:17]#[N:18])[C:14]([OH:16])=[O:15])C(C)C.[OH-].[K+]>O>[C:1]12[CH2:7][C:4]([CH2:5][CH2:6]1)=[CH:3][CH:2]=2.[C:17]([C:13](=[CH2:12])[C:14]([OH:16])=[O:15])#[N:18] |f:0.1,2.3,5.6|. Procedure details: Into a flask fitted with a condenser and magnetic stirring bar is charged 12.3 g (0.05 mole) norbornadiene/isobutyl 2-cyanoacrylic acid adduct and a solution of 4.9 g 86% potassium hydroxide (0.075 mole) in 75 ml. of water. After heating at reflux for 1.5 hours, the solution is cooled to room temperature and extracted with 2 × 25 ml. of hexane to remove any nonsaponified adduct. The aqueous phase is acidified to pH 2 with 6 N hydrochloric acid and the liberated oily product is taken up in 100 ml...